From a dataset of the Open Reaction Database (ORD), a public repository of structured organic reaction records. describe an organic reaction: reactants, conditions, products, and yield Starting materials: C1CCOC1 (THF), BrC1=CC=C(C=C1)OCC (p-bromophenetole), ClC[Si](C)(C)Cl (chloromethyldimethylsilyl chloride), C(CCC)[Li] (n-butyl lithium). The solvent is O (water), C(C)(=O)OCC (ethyl acetate). Run at temperature -78 celsius, time 15 minute. Product: ClC[Si](C1=CC=C(C=C1)OCC)(C)C (chloromethyldimethyl(4-ethoxyphenyl)silane). Isolated yield 49.8%. Reaction SMILES: C1COCC1.Br[C:7]1[CH:12]=[CH:11][C:10]([O:13][CH2:14][CH3:15])=[CH:9][CH:8]=1.[Cl:16][CH2:17][Si:18](Cl)([CH3:20])[CH3:19].C([Li])CCC>O.C(OCC)(=O)C>[Cl:16][CH2:17][Si:18]([CH3:20])([CH3:19])[C:7]1[CH:12]=[CH:11][C:10]([O:13][CH2:14][CH3:15])=[CH:9][CH:8]=1. Procedure details: A mixture of 60 ml of THF, p-bromophenetole (9.7 gram) and chloromethyldimethylsilyl chloride (7.3 gram) was cooled in a dry ice/acetone bath. To the mixture was dropwise added 33 ml of 1.55M n-butyl lithium under an argon atmosphere. After stirring the mixture for additional 15 minutes at -78° C., the stirring was continued at room temperature for 30 minutes. The mixture was added with 6 ml of ethyl acetate and 30 ml of water, and extracted with ethyl ether. The ether extract was washed with sa... Procedure details: (S)-Tert-butyl 7-((3-methyloxetan-3-yl)ethynyl)-3-(6-methylpyridin-3-yl)-5′H-spiro[chromeno[2,3-b]pyridine-5,4′-thiazole]-2′-ylcarbamate (0.027 g, 0.049 mmol) was taken up in 1.5 mL of DCM and TFA (0.057 mL, 0.735 mmol) was added. The reaction was heated to 50° C. and stirred for 2 h. The reaction was diluted with DCM and washed with saturated sodium bicarbonate solution. The aqueous layer was extracted with DCM, and the combined organic layers were dried with sodium sulfate, filtered, and conce... Reactants: CC1(COC1)C#CC=1C=C2C(=CC1)OC1=NC=C(C=C1[C@@]21N=C(SC1)NC(OC(C)(C)C)=O)C=1C=NC(=CC1)C ((S)-Tert-butyl 7-((3-methyloxetan-3-yl)ethynyl)-3-(6-methylpyridin-3-yl)-5′H-spiro[chromeno[2,3-b]pyridine-5,4′-thiazole]-2′-ylcarbamate), C(=O)(C(F)(F)F)O (TFA). The product is CC1(COC1)C#CC=1C=C2C(=CC1)OC1=NC=C(C=C1[C@@]21N=C(SC1)N)C=1C=NC(=CC1)C ((S)-7-((3-methyloxetan-3-yl)ethynyl)-3-(6-methylpyridin-3-yl)-5′H-spiro[chromeno[2,3-b]pyridine-5,4′-thiazol]-2′-amine). Solvent: C(Cl)Cl (DCM), C(Cl)Cl (DCM). Yield: 75.5%. Run at temperature 50 celsius, time 2 hour. RXN SMILES: [CH3:1][C:2]1([C:6]#[C:7][C:8]2[CH:9]=[C:10]3[C@@:21]4([CH2:25][S:24][C:23]([NH:26]C(=O)OC(C)(C)C)=[N:22]4)[C:20]4[C:15](=[N:16][CH:17]=[C:18]([C:34]5[CH:35]=[N:36][C:37]([CH3:40])=[CH:38][CH:39]=5)[CH:19]=4)[O:14][C:11]3=[CH:12][CH:13]=2)[CH2:5][O:4][CH2:3]1.C(O)(C(F)(F)F)=O>C(Cl)Cl>[CH3:1][C:2]1([C:6]#[C:7][C:8]2[CH:9]=[C:10]3[C@@:21]4([CH2:25][S:24][C:23]([NH2:26])=[N:22]4)[C:20]4[C:15](=[N:16][CH:17]=[C:18]([C:34]5[CH:35]=[N:36][C:37]([CH3:40])=[CH:38][CH:39]=5)[CH:19]=4)[O:14][C:11]3=[CH:12][CH:13]=2)[CH2:3][O:4][CH2:5]1. The reactants are COC([C@@H](NC(=O)C1=C(C=CC=C1C)Cl)CC1=CC=CC=C1)=O ([(2-chloro-6-methylphenyl)carbonyl]-L-phenylalanine methyl ester), ClC1=C(C(=O)Cl)C(=CC=C1)Cl (2,6-dichlorobenzoyl chloride). Yields the product CC=1C=C(C[C@H](N)C(=O)O)C=CC1 (3-methyl-L-phenylalanine), white powder. As a reaction SMILES: C[O:2][C:3](=[O:23])[C@H:4]([CH2:16][C:17]1[CH:22]=[CH:21][CH:20]=[CH:19][CH:18]=1)[NH:5]C(C1C(C)=CC=CC=1Cl)=O.Cl[C:25]1C=CC=C(Cl)C=1C(Cl)=O>>[CH3:25][C:21]1[CH:22]=[C:17]([CH:18]=[CH:19][CH:20]=1)[CH2:16][C@@H:4]([C:3]([OH:2])=[O:23])[NH2:5]. Procedure details: N-[1-(2-chloro-6-methylphenyl)carbonyl]-4-[[2,6-dichlorophenyl)carbonyl]amino]-3-methyl-L-phenylalanine was prepared from 4-amino-3-methyl-N-[[(2-chloro-6-methylphenyl)carbonyl]-L-phenylalanine methyl ester (87.4 mg, 0.22 mmol) and 2,6-dichlorobenzoyl chloride using the procedures described in examples 1 and 120 to give 56 mg of a white powder. HR MS (C25H21N2O4Cl3): Obs. Mass 519.0656. Calcd. Mass 519.0645 (M+H). The reactants are C(C1=CC=CC=C1)OCC(COCC1=CC=CC=C1)O (1,3-dibenzyloxy-2-propanol), C(C)OCC (diethyl ether), O=C1CC(OC2=C1C=CC(=C2CCC)OCCCOC2=CC=CC=1CCCCC21)(CCC(=O)O)CCC(=O)O (3,4-dihydro-4-oxo-8-propyl-7-[3-[(5,6,7,8-tetrahydro-1-naphthalenyl)oxy]propoxy]-2H-1-benzopyran-2,2-dipropanoic acid), S(=O)(Cl)Cl (thionyl chloride). Run in C(Cl)Cl (methylene chloride), N1=CC=CC=C1 (pyridine), C1=CC=CC=C1 (benzene). Product: C1(=CC=CC=C1)COCC(COCC1=CC=CC=C1)OC(CCC1(OC2=C(C(C1)=O)C=CC(=C2CCC)OCCCOC2=CC=CC=1CCCCC21)CCC(=O)OC(COCC2=CC=CC=C2)COCC2=CC=CC=C2)=O (bis[2-(phenylmethoxy)-1-[(phenylmethoxy)methyl]ethyl]3,4-dihydro-4-oxo-8-propyl-7-[3-[(5,6,7,8-tetrahydro-1-naphthalenyl)oxy]propoxy]-2H-1-benzopyran-2,2-dipropanoate). As a reaction SMILES: [O:1]=[C:2]1[C:7]2[CH:8]=[CH:9][C:10]([O:15][CH2:16][CH2:17][CH2:18][O:19][C:20]3[C:29]4[CH2:28][CH2:27][CH2:26][CH2:25][C:24]=4[CH:23]=[CH:22][CH:21]=3)=[C:11]([CH2:12][CH2:13][CH3:14])[C:6]=2[O:5][C:4]([CH2:35][CH2:36][C:37]([OH:39])=[O:38])([CH2:30][CH2:31][C:32]([OH:34])=[O:33])[CH2:3]1.S(Cl)(Cl)=O.[CH2:44]([O:51][CH2:52][CH:53](O)[CH2:54][O:55][CH2:56][C:57]1[CH:62]=[CH:61][CH:60]=[CH:59][CH:58]=1)[C:45]1[CH:50]=[CH:49][CH:48]=[CH:47][CH:46]=1.[CH2:64]([O:66][CH2:67][CH3:68])[CH3:65]>C1C=CC=CC=1.C(Cl)Cl.N1C=CC=CC=1>[C:65]1([CH2:64][O:66][CH2:67][CH:68]([O:33][C:32](=[O:34])[CH2:31][CH2:30][C:4]2([CH2:35][CH2:36][C:37]([O:39][CH:53]([CH2:52][O:51][CH2:44][C:45]3[CH:46]=[CH:47][CH:48]=[CH:49][CH:50]=3)[CH2:54][O:55][CH2:56][C:57]3[CH:58]=[CH:59][CH:60]=[CH:61][CH:62]=3)=[O:38])[CH2:3][C:2](=[O:1])[C:7]3[CH:8]=[CH:9][C:10]([O:15][CH2:16][CH2:17][CH2:18][O:19][C:20]4[C:29]5[CH2:28][CH2:27][CH2:26][CH2:25][C:24]=5[CH:23]=[CH:22][CH:21]=4)=[C:11]([CH2:12][CH2:13][CH3:14])[C:6]=3[O:5]2)[CH2:18][O:19][CH2:20][C:29]2[CH:24]=[CH:25][CH:26]=[CH:27][CH:28]=2)[CH:4]=[CH:3][CH:2]=[CH:7][CH:6]=1. Procedure details: A mixture of 500 mg (0.928 mmol) of the titled product of Example 43 and 0.5 ml of thionyl chloride in 10 ml of benzene was stirred at reflux for 1.5 hours. The mixture was allowed to cool, and the solvent was removed under reduced pressure. The residue was dissolved in 4 ml of methylene chloride (CH2Cl2), a solution of 1.19 g (4.38 mmol) of 1,3-dibenzyloxy-2-propanol in 2 ml of methylene chloride and 2 ml of pyridine was added, and the mixture was stirred at room temperature for three days. To ... Starting materials: OC1=C(C#N)C=CC=C1 (2-hydroxybenzonitrile), OC=1C=C(C(=O)OC)C=CC1 (methyl 3-hydroxybenzoate), N (NH3). Yields the product NC1=NC2=C(C=CC=C2C=C1)OC(CCCOC1=C(C#N)C=CC=C1)C (2-((4-((2-aminoquinolin-8-yl)oxy)pentyl)oxy)benzonitrile). RXN SMILES: [OH:1][C:2]1[CH:9]=[CH:8][CH:7]=[CH:6][C:3]=1[C:4]#[N:5].[OH:10][C:11]1[CH:12]=[C:13]([CH:18]=[CH:19][CH:20]=1)[C:14](OC)=O.[NH3:21]>>[NH2:21][C:4]1[CH:3]=[CH:14][C:13]2[C:12](=[C:11]([O:10][CH:7]([CH3:6])[CH2:8][CH2:9][CH2:2][O:1][C:2]3[CH:9]=[CH:8][CH:7]=[CH:6][C:3]=3[C:4]#[N:5])[CH:20]=[CH:19][CH:18]=2)[N:5]=1. Procedure details: The title compound was prepared according to the procedure described in Example 92 substituting 2-hydroxybenzonitrile for methyl 3-hydroxybenzoate. 1H NMR (500 MHz, CDCl3) δ ppm 7.94 (d, 1H), 7.46 (m, 2H), 7.33 (t, 1H), 7.20 (m, 2H), 6.96 (m, 2H), 6.91 (m, 1H), 4.78 (m, 1H), 4.22 (m, 1H), 4.12 (m, 1H), 2.23 (m, 1H), 1.96–2.18 (m, 3H), 1.47 (d, 3H); MS (DCI/NH3) m/z 348 [M+H]+. Starting materials: CCCN(CCC1=CC=CS1)[C@H]2CCC3=C(C2)C=CC=C3O.Cl (rotigotine hydrochloride), COC1=C2CCC(CC2=CC=C1)=O (5-methoxy-2-tetralone), COC1=C2CCC(CC2=CC=C1)=O (5-methoxy-2-tetralone), CCCN (3-propylamine). Run in C(C)(=O)O (acetic acid), [H][H].O=[Pt]=O (H2 PtO2). Yields the product COC1=C2CCC(CC2=CC=C1)NCCC (1,2,3,4-tetrahydro-5-methoxy-N-propyl-2-naphthaleneamine). RXN SMILES: [CH3:1][CH2:2][CH2:3][N:4]([C@@H:12]1[CH2:17][C:16]2[CH:18]=[CH:19][CH:20]=[C:21]([OH:22])[C:15]=2[CH2:14][CH2:13]1)CCC1SC=CC=1.Cl.[CH3:24]OC1C=CC=C2C=1CCC(=O)C2.CCCN>C(O)(=O)C.[H][H].O=[Pt]=O>[CH3:24][O:22][C:21]1[CH:20]=[CH:19][CH:18]=[C:16]2[C:15]=1[CH2:14][CH2:13][CH:12]([NH:4][CH2:3][CH2:2][CH3:1])[CH2:17]2 |f:0.1,5.6|. Procedure details: Another process for preparing racemic rotigotine hydrochloride, which is disclosed in U.S. Pat. No. 4,564,628, is shown in Scheme 2 below. 5-methoxy-2-tetralon (Compound I) is reacted with 3-propylamine in acetic acid and H2/PtO2 to obtain 1,2,3,4-tetrahydro-5-methoxy-N-propyl-2-naphthaleneamine (Compound VI). This intermediate then is reacted either with 2-thienylacetic acid in presence of borane trimethylamine complex in xylene or with 2-thienylacetyl chloride and lithium aluminum hydride to o...